Dataset: the Open Reaction Database (ORD), a public repository of structured organic reaction records. Task: describe an organic reaction: reactants, conditions, products, and yield RXN SMILES: [Br:17][c:18]1[c:19]([F:28])[cH:20][c:21]([S:24](=[O:25])(=[O:26])[Cl:27])[cH:22][cH:23]1.[NH2:1][c:2]1[c:3]([C:9](=[O:10])[c:11]2[cH:12][n:13][cH:14][cH:15][cH:16]2)[cH:4][c:5]([Cl:8])[cH:6][cH:7]1.[cH:29]1[cH:30][cH:31][n:32][cH:33][cH:34]1>>[NH:1]([c:2]1[c:3]([C:9](=[O:10])[c:11]2[cH:12][n:13][cH:14][cH:15][cH:16]2)[cH:4][c:5]([Cl:8])[cH:6][cH:7]1)[S:24]([c:21]1[cH:20][c:19]([F:28])[c:18]([Br:17])[cH:23][cH:22]1)(=[O:25])=[O:26]. Yields the product O=C(c1cccnc1)c1cc(Cl)ccc1NS(=O)(=O)c1ccc(Br)c(F)c1. The reactants are O=S(=O)(Cl)c1ccc(Br)c(F)c1, Nc1ccc(Cl)cc1C(=O)c1cccnc1, c1ccncc1. Starting materials: [OH-].[K+] (potassium hydroxide), Cl (hydrochloric acid), FC1=CC2=C(C=3C(C(=CN(C3C=N2)C)C(=O)OCC)=O)C=C1N1[C@@H](CCC1)CNC1=CC=CC=C1 (ethyl (S)-8-fluoro-4-methyl-1-oxo-9-(2-phenylaminomethylpyrrolidin-1-yl)-1,4-dihydrobenzo[f][1,7]naphthyridine-2-carboxylate). Solvent: C(C)O (ethanol), O (water). Reaction conditions: temperature 100 celsius. The product is FC1=CC2=C(C=3C(C(=CN(C3C=N2)C)C(=O)O)=O)C=C1N1[C@@H](CCC1)CNC1=CC=CC=C1 ((S)-8-fluoro-4-methyl-1-oxo-9-(2-phenylaminomethylpyrrolidin-1-yl)-1,4-dihydrobenzo[f][1,7]naphthyridine-2-carboxylic acid). Yield: 161.0%. RXN SMILES: [OH-].[K+].[F:3][C:4]1[C:24]([N:25]2[CH2:29][CH2:28][CH2:27][C@H:26]2[CH2:30][NH:31][C:32]2[CH:37]=[CH:36][CH:35]=[CH:34][CH:33]=2)=[CH:23][C:7]2[C:8]3[C:9](=[O:22])[C:10]([C:17]([O:19]CC)=[O:18])=[CH:11][N:12]([CH3:16])[C:13]=3[CH:14]=[N:15][C:6]=2[CH:5]=1.Cl>C(O)C.O>[F:3][C:4]1[C:24]([N:25]2[CH2:29][CH2:28][CH2:27][C@H:26]2[CH2:30][NH:31][C:32]2[CH:33]=[CH:34][CH:35]=[CH:36][CH:37]=2)=[CH:23][C:7]2[C:8]3[C:9](=[O:22])[C:10]([C:17]([OH:19])=[O:18])=[CH:11][N:12]([CH3:16])[C:13]=3[CH:14]=[N:15][C:6]=2[CH:5]=1 |f:0.1|. Procedure: 3.4 cm3 of 1 N aqueous potassium hydroxide was added, with stirring, to a suspension of 0.66 g of ethyl (S)-8-fluoro-4-methyl-1-oxo-9-(2-phenylaminomethylpyrrolidin-1-yl)-1,4-dihydrobenzo[f][1,7]naphthyridine-2-carboxylate in 15 cm3 of ethanol and 10 cm3 of water. The mixture was heated at about 100° C. for 24 hours. The suspension obtained was acidified by addition of 3.4 cm3 of 1 N aqueous hydrochloric acid. After cooling, the solid was dewatered and washed three times with 50 cm3 of water and... Reactants: O (water), Cl.ClCCN (2-Chloroethylamine hydrochloride), [OH-].[Na+] (sodium hydroxide), ClC1=C(C=C2C=CNC2=C1)F (6-chloro-5-fluoroindole). Reagents/catalysts: S(=O)(=O)(O)[O-].C(CCC)[N+](CCCC)(CCCC)CCCC (Tetra-n-butylammonium hydrogensulfate). Run in C(C)#N (acetonitrile). Run at time 36 hour. Product: ClC1=C(C=C2C=CN(C2=C1)CCN)F (1-(6-Chloro-5-fluoroindol-1-yl)-2-ethylamine). Yield: 79.3%. As a reaction SMILES: [OH-].[Na+].[Cl:3][C:4]1[CH:12]=[C:11]2[C:7]([CH:8]=[CH:9][NH:10]2)=[CH:6][C:5]=1[F:13].Cl.Cl[CH2:16][CH2:17][NH2:18].O>S([O-])(O)(=O)=O.C([N+](CCCC)(CCCC)CCCC)CCC.C(#N)C>[Cl:3][C:4]1[CH:12]=[C:11]2[C:7]([CH:8]=[CH:9][N:10]2[CH2:16][CH2:17][NH2:18])=[CH:6][C:5]=1[F:13] |f:0.1,3.4,6.7|. Reported procedure: Tetra-n-butylammonium hydrogensulfate (0.1 g, 0.33 mmol), powdered sodium hydroxide (1.3 g, 33 mmol) and 6-chloro-5-fluoroindole (1.4 g, 8.3 mmol) were stirred at room tempera in acetonitrile (40 mL) for 1 h. 2-Chloroethylamine hydrochloride (1.45 g, 12.5 mmol) was then added in 1 portion and the reaction was heated to reflux and stirred for 36 h. After allowing to cool to room temperature the mixture was poured into water (100 mL) and extracted with ethyl acetate (3×70 mL). The combined organic... The reactants are C(C1=CC=CC=C1)[C@H]1C(OC(O1)(C)C)=O ((S)-5-Benzyl-2,2-dimethyl-[1,3]dioxolan-4-one), [Li+].CC(C)[N-]C(C)C (LDA), C(C=C)(=O)OC (Methyl acrylate). Run in C1CCOC1 (THF). Yields the product COC(CCC1(OC(OC1=O)(C)C)CC1=CC=CC=C1)=O (3-(4-Benzyl-2,2-dimethyl-5-oxo-[1,3]dioxolan-4-yl)-propionic acid methyl ester). Isolated yield 53.6%. RXN SMILES: [CH2:1]([C@@H:8]1[O:12][C:11]([CH3:14])([CH3:13])[O:10][C:9]1=[O:15])[C:2]1[CH:7]=[CH:6][CH:5]=[CH:4][CH:3]=1.[Li+].CC([N-]C(C)C)C.[C:24]([O:28][CH3:29])(=[O:27])[CH:25]=[CH2:26]>C1COCC1>[CH3:29][O:28][C:24](=[O:27])[CH2:25][CH2:26][C:8]1([CH2:1][C:2]2[CH:3]=[CH:4][CH:5]=[CH:6][CH:7]=2)[C:9](=[O:15])[O:10][C:11]([CH3:13])([CH3:14])[O:12]1 |f:1.2|. Procedure details: To a solution of compound 56 (3.180 g, 15.42 mmol) in THF was added 9.42 mL LDA (1.8 M in THF, 16.96 mmol) at −78° C. Methyl acrylate (1.460 g, 16.96 mmol) was added to the solution at −78° C. after 15 min. After 1 h the reaction was quenched with saturated NH4Cl aqueous solution, extracted with EtOAc 3×30 mL, dried with MgSO4 and purified on silica gel with 8-17% EtOAc-PE which gave the title compound (2.418 g, 54%) as colorless oil. Starting materials: CCO, CCN(C(C)C)C(C)C, NC1CCC(O)C1, O=[N+]([O-])c1cnc2c(ccn2S(=O)(=O)c2ccccc2)c1Cl. The product is O=[N+]([O-])c1cnc2c(ccn2S(=O)(=O)c2ccccc2)c1NC1CCC(O)C1. Reaction SMILES: [CH3:39][CH2:40][OH:41].[CH:30]([N:31]([CH:32]([CH3:33])[CH3:34])[CH2:35][CH3:36])([CH3:37])[CH3:38].[NH2:1][CH:2]1[CH2:3][CH:4]([OH:7])[CH2:5][CH2:6]1.[c:8]1([S:14](=[O:15])(=[O:16])[n:17]2[cH:18][cH:19][c:20]3[c:21]2[n:22][cH:23][c:24]([N+:27](=[O:28])[O-:29])[c:25]3[Cl:26])[cH:9][cH:10][cH:11][cH:12][cH:13]1>>[NH:1]([CH:2]1[CH2:3][CH:4]([OH:7])[CH2:5][CH2:6]1)[c:25]1[c:20]2[cH:19][cH:18][n:17]([S:14]([c:8]3[cH:9][cH:10][cH:11][cH:12][cH:13]3)(=[O:15])=[O:16])[c:21]2[n:22][cH:23][c:24]1[N+:27](=[O:28])[O-:29]. The reactants are BrB(Br)Br, COc1ccc(Oc2ccc3c(c2)OCC(=O)N3)cc1, ClCCl. Yields the product O=C1COc2cc(Oc3ccc(O)cc3)ccc2N1. RXN SMILES: [B:21]([Br:22])([Br:23])[Br:24].[CH3:1][O:2][c:3]1[cH:4][cH:5][c:6]([O:7][c:8]2[cH:9][c:10]3[c:11]([cH:17][cH:18]2)[NH:12][C:13](=[O:16])[CH2:14][O:15]3)[cH:19][cH:20]1.[Cl:25][CH2:26][Cl:27]>>[OH:2][c:3]1[cH:4][cH:5][c:6]([O:7][c:8]2[cH:9][c:10]3[c:11]([cH:17][cH:18]2)[NH:12][C:13](=[O:16])[CH2:14][O:15]3)[cH:19][cH:20]1. Starting materials: O (Water), OCC1=CC(=C(C=C1C)NC(=O)CCCCN(C(=O)CCN1CCC(CC1)OC(NC1=C(C=CC=C1)C1=CC=CC=C1)=O)C)C (biphenyl-2-ylcarbamic acid 1-(2-{[4-(4-hydroxymethyl-2,5-dimethylphenylcarbamoyl)butyl]methylcarbamoyl}ethyl)piperidin-4-yl ester), CS(=O)C (dimethyl sulfoxide), C(C)(C)N(C(C)C)CC (N,N-diisopropylethylamine). Run in C(Cl)Cl (DCM). Run at temperature 0 celsius, time 1 hour. The product is C(=O)C1=CC(=C(C=C1C)NC(=O)CCCCN(C(=O)CCN1CCC(CC1)OC(NC1=C(C=CC=C1)C1=CC=CC=C1)=O)C)C (Biphenyl-2-ylcarbamic Acid 1-(2-{[4-(4-Formyl-2,5-dimethyl-phenylcarbamoyl)butyl]methylcarbamoyl}ethyl)piperidin-4-yl Ester). As a reaction SMILES: [OH:1][CH2:2][C:3]1[C:8]([CH3:9])=[CH:7][C:6]([NH:10][C:11]([CH2:13][CH2:14][CH2:15][CH2:16][N:17]([CH3:44])[C:18]([CH2:20][CH2:21][N:22]2[CH2:27][CH2:26][CH:25]([O:28][C:29](=[O:43])[NH:30][C:31]3[CH:36]=[CH:35][CH:34]=[CH:33][C:32]=3[C:37]3[CH:42]=[CH:41][CH:40]=[CH:39][CH:38]=3)[CH2:24][CH2:23]2)=[O:19])=[O:12])=[C:5]([CH3:45])[CH:4]=1.CS(C)=O.C(N(CC)C(C)C)(C)C.O>C(Cl)Cl>[CH:2]([C:3]1[C:8]([CH3:9])=[CH:7][C:6]([NH:10][C:11]([CH2:13][CH2:14][CH2:15][CH2:16][N:17]([CH3:44])[C:18]([CH2:20][CH2:21][N:22]2[CH2:23][CH2:24][CH:25]([O:28][C:29](=[O:43])[NH:30][C:31]3[CH:36]=[CH:35][CH:34]=[CH:33][C:32]=3[C:37]3[CH:42]=[CH:41][CH:40]=[CH:39][CH:38]=3)[CH2:26][CH2:27]2)=[O:19])=[O:12])=[C:5]([CH3:45])[CH:4]=1)=[O:1]. Reported procedure: To a stirred solution of biphenyl-2-ylcarbamic acid 1-(2-{[4-(4-hydroxymethyl-2,5-dimethylphenylcarbamoyl)butyl]methylcarbamoyl}ethyl)piperidin-4-yl ester (0.460 g, 0.748 mmol) and dimethyl sulfoxide (0.531 mL, 7.48 mmol) in DCM (2.58 mL) at 0° C. was added N,N-diisopropylethylamine (0.65 mL, 3.7 mmol). Sulfur trioxide —pyridine complex (0.357 g, 2.24 mmol) was added and the resulting mixture was stirred at 0° C. for 1 h. Water (3 mL) was added and the layers were separated. The organic layer wa...